Dataset: the Open Reaction Database (ORD), a public repository of structured organic reaction records. Task: describe an organic reaction: reactants, conditions, products, and yield Starting materials: [Li]CCCC (nBuLi), BrC=1SC(=CC1Br)Cl (2,3-dibromo-5-chlorothiophene), solution, O=C1C(O)=C([O-])[C@H](O1)[C@@H](O)CO.[Na+] (sodium ascorbate), ClC=1C(C(=C(C(C1Cl)=O)C#N)C#N)=O (2,3-dichloro-5,6-dicyano-1,4-benzoquinone), BrC=1C=NC(=NC1)Cl (5-bromo-2-chloropyrimidine). The solvent is C1CCOC1 (THF), aqueous solution, C(=O)([O-])[O-].[Na+].[Na+] (Na2CO3). Run at temperature -78 celsius, time 30 minute. Yields the product BrC=1C(=NC(=NC1)Cl)C=1SC(=CC1Br)Cl (5-Bromo-4-(3-bromo-5-chlorothiophen-2-yl)-2-chloropyrimidine). As a reaction SMILES: [Li]CCCC.Br[C:7]1[S:8][C:9]([Cl:13])=[CH:10][C:11]=1[Br:12].[Br:14][C:15]1[CH:16]=[N:17][C:18]([Cl:21])=[N:19][CH:20]=1.ClC1C(=O)C(C#N)=C(C#N)C(=O)C=1Cl.O=C1O[C@H]([C@H](CO)O)C([O-])=C1O.[Na+]>C1COCC1.C([O-])([O-])=O.[Na+].[Na+]>[Br:14][C:15]1[C:16]([C:7]2[S:8][C:9]([Cl:13])=[CH:10][C:11]=2[Br:12])=[N:17][C:18]([Cl:21])=[N:19][CH:20]=1 |f:4.5,7.8.9|. Procedure: nBuLi (1.1 mL, 1.6 M solution in hexane, 1.8 mmol) was added to a stirred solution of 2,3-dibromo-5-chlorothiophene (0.50 g, 1.8 mmol) in 10 mL of THF at −78° C. The solution was stirred for 10 min at −78° C. before 0.35 g (1.8 mmol) of 5-bromo-2-chloropyrimidine was added. The reaction solution was stirred for 30 min at −78° C., then quenched by addition of 1 mL of AcOH in 4 mL of MeOH. Solid 2,3-dichloro-5,6-dicyano-1,4-benzoquinone (0.82 g, 3.6 mmol) was added and the reaction mixture warmed ... Starting materials: C1(CCCC1)N(C(NC=1SC(=CN1)SCC(=O)O)=O)[C@@H]1CC[C@H](CC1)CC ({2-[3-cyclopentyl-3-(trans-4-ethyl-cyclohexyl)-ureido]-thiazol-5-ylsulfanyl}-acetic acid), C1(CCCC1)N[C@@H]1CC[C@H](CC1)CC (cyclopentyl-(trans-4-ethyl-cyclohexyl)-amine), C(C)OC(CCSC1=CN=C(S1)N)=O (3-(2-amino-thiazol-5-ylsulfanyl)-propionic acid ethyl ester). The product is C1(CCCC1)N(C(NC=1SC(=CN1)SCCC(=O)O)=O)[C@@H]1CC[C@H](CC1)CC (3-{2-[3-Cyclopentyl-3-(trans-4-ethyl-cyclohexyl)-ureido]-thiazol-5-ylsulfanyl}-propionic acid). As a reaction SMILES: [CH:1]1([N:6]([C@H:20]2[CH2:25][CH2:24][C@H:23]([CH2:26][CH3:27])[CH2:22][CH2:21]2)[C:7](=[O:19])[NH:8][C:9]2[S:10][C:11]([S:14]CC(O)=O)=[CH:12][N:13]=2)[CH2:5][CH2:4][CH2:3][CH2:2]1.C1(N[C@H]2CC[C@H](CC)CC2)CCCC1.C([O:44][C:45](=[O:55])[CH2:46][CH2:47]SC1SC(N)=NC=1)C>>[CH:1]1([N:6]([C@H:20]2[CH2:25][CH2:24][C@H:23]([CH2:26][CH3:27])[CH2:22][CH2:21]2)[C:7](=[O:19])[NH:8][C:9]2[S:10][C:11]([S:14][CH2:47][CH2:46][C:45]([OH:55])=[O:44])=[CH:12][N:13]=2)[CH2:5][CH2:4][CH2:3][CH2:2]1. Procedure: Prepared in a similar manner to {2-[3-cyclopentyl-3-(trans-4-ethyl-cyclohexyl)-ureido]-thiazol-5-ylsulfanyl}-acetic acid via cyclopentyl-(trans-4-ethyl-cyclohexyl)-amine and 3-(2-amino-thiazol-5-ylsulfanyl)-propionic acid ethyl ester to give the title compound.